Dataset: the Open Reaction Database (ORD), a public repository of structured organic reaction records. Task: describe an organic reaction: reactants, conditions, products, and yield Yields the product OC1CC2CC1CC2(F)F. The reactants are FC1(F)CC2CC1CC2OCc1ccccc1, CO, [H][H], [Pd]. As a reaction SMILES: [CH2:1]([c:2]1[cH:3][cH:4][cH:5][cH:6][cH:7]1)[O:8][CH:9]1[CH:10]2[CH2:11][C:12]([F:16])([F:17])[CH:13]([CH2:14]1)[CH2:15]2.[CH3:20][OH:21].[H:18][H:19].[Pd:22]>>[OH:8][CH:9]1[CH:10]2[CH2:11][C:12]([F:16])([F:17])[CH:13]([CH2:14]1)[CH2:15]2. Yields the product OC1=CC=C2C=CC=3OC=C(C(C3C2=C1)=O)C#N (9-hydroxy-1-oxo-1H-naphtho[2,1-b]pyran-2-carbonitrile), Compound 8. Solvent: C(=O)O (formic acid). RXN SMILES: C(O)(=O)C.[OH:5][C:6]1[CH:19]=[C:18]2[C:9]([CH:10]=[CH:11][C:12]3[O:13][CH:14]=[C:15]([CH:21]=O)[C:16](=[O:20])[C:17]=32)=[CH:8][CH:7]=1.Cl.[NH2:24]O.C([O-])=O.[Na+]>C(O)=O>[OH:5][C:6]1[CH:19]=[C:18]2[C:9]([CH:10]=[CH:11][C:12]3[O:13][CH:14]=[C:15]([C:21]#[N:24])[C:16](=[O:20])[C:17]=32)=[CH:8][CH:7]=1 |f:0.1,2.3,4.5|. Procedure: A mixture of compound 5, hydroxylamine hydrochloride and sodium formate is refluxed in formic acid to provide 9-hydroxy-1-oxo-1H-naphtho[2,1-b]pyran-2-carbonitrile, Compound 8. The reactants are C(C)(=O)O.OC1=CC=C2C=CC=3OC=C(C(C3C2=C1)=O)C=O (9-hydroxy-1-oxo-1-H-naphtho[2,1-b]pyran-2-carboxaldehyde acetate), Cl.NO (hydroxylamine hydrochloride), C(=O)[O-].[Na+] (sodium formate). As a reaction SMILES: [CH3:1]C1C=CC(OCC2C=CC=CC=2)=CC=1.C1(C=NC2C=CC=CC=2)C=CC=CC=1.[C:30]1([N:36]([C:44]2[CH:49]=[CH:48][CH:47]=[CH:46][CH:45]=2)[CH2:37][C:38]2[CH:43]=[CH:42][CH:41]=[CH:40][CH:39]=2)[CH:35]=[CH:34][CH:33]=[CH:32][CH:31]=1>>[CH3:1][C:47]1[CH:46]=[CH:45][C:44]([N:36]([C:30]2[CH:31]=[CH:32][CH:33]=[CH:34][CH:35]=2)[CH2:37][C:38]2[CH:39]=[CH:40][CH:41]=[CH:42][CH:43]=2)=[CH:49][CH:48]=1. Product: CC1=CC=C(C=C1)N(CC1=CC=CC=C1)C1=CC=CC=C1 (N-(4-methylphenyl)-N-phenyl-benzenemethanamine). Yield: 51.0%. Reactants: CC1=CC=C(C=C1)OCC1=CC=CC=C1 (Methyl-4-(phenylmethoxy)benzene), C1(=CC=CC=C1)C=NC1=CC=CC=C1 (N-(phenylmethylene)benzenamine), C1(=CC=CC=C1)N(CC1=CC=CC=C1)C1=CC=CC=C1 (N,N-diphenyl-benzenemethanamine). Reported procedure: Methyl-4-(phenylmethoxy)benzene (1.98 g, 0.01 mol) and N-(phenylmethylene)benzenamine (1.81 g, 0.01 mol) were reacted in Na/DMF (1 g: 50 mL) at 75° C. for 30 min. Aqueous work-up, extraction with petroleum ether, 3×100 mL, and chromatography with petroleum ether/ethyl acetate 95:5 afforded a total of 1 g. of solid which by HPLC chromatography contained N,N-diphenyl-benzenemethanamine and the title compound in the ratio (6:94 (51% yield by HPLC). The purer fractions from chromatography on silica ... The solvent is Na DMF. Starting materials: CN(/C=C/C(=O)C1=NN(C=CC1=O)C1=CC(=CC=C1)CC)C (3-((E)-3-Dimethylamino-acryloyl)-1-(3-ethyl-phenyl)-1H-pyridazin-4-one), CS(=O)(=O)C1=CC=C(C=C1)NN (4-(methylsulfonyl)phenylhydrazine). Product: C(C)C=1C=C(C=CC1)N1N=C(C(C=C1)=O)C=1N(N=CC1)C1=CC=C(C=C1)S(=O)(=O)C (1-(3-Ethyl-phenyl)-3-[2-(4-methanesulfonyl-phenyl)-2H-pyrazol-3-yl]-1H-pyridazin-4-one). Isolated yield 50.0%. Reaction SMILES: C[N:2](C)/[CH:3]=[CH:4]/[C:5]([C:7]1[C:12](=[O:13])[CH:11]=[CH:10][N:9]([C:14]2[CH:19]=[CH:18][CH:17]=[C:16]([CH2:20][CH3:21])[CH:15]=2)[N:8]=1)=O.[CH3:23][S:24]([C:27]1[CH:32]=[CH:31][C:30]([NH:33]N)=[CH:29][CH:28]=1)(=[O:26])=[O:25]>>[CH2:20]([C:16]1[CH:15]=[C:14]([N:9]2[CH:10]=[CH:11][C:12](=[O:13])[C:7]([C:5]3[N:33]([C:30]4[CH:29]=[CH:28][C:27]([S:24]([CH3:23])(=[O:26])=[O:25])=[CH:32][CH:31]=4)[N:2]=[CH:3][CH:4]=3)=[N:8]2)[CH:19]=[CH:18][CH:17]=1)[CH3:21]. Procedure: The product was obtained starting from 3-((E)-3-Dimethylamino-acryloyl)-1-(3-ethyl-phenyl)-1H-pyridazin-4-one (A-4) and 4-(methylsulfonyl)phenylhydrazine according to the method described for Example 1 in 50% yield. MS: M=421.1 (M+H)+